This data is from the Open Reaction Database (ORD), a public repository of structured organic reaction records. The task is: describe an organic reaction: reactants, conditions, products, and yield Starting materials: C(Cl)(Cl)Cl (chloroform), CC(=O)C (acetone), ClC1=CC(=C(C=C1)[N+](=O)[O-])NC1CC1 (4-Chloro-2-cyclopropylaminonitrobenzene), [OH-].[Na+] (sodium hydroxide), ClC1=CC(=C(N)C=C1)NC1CC1 (4-chloro-2-cyclopropylaminoaniline). The reagents and catalysts are [Cl-].C(C1=CC=CC=C1)[N+](CC)(CC)CC (benzyltriethylammonium chloride). The solvent is ClCCl (dichloromethane). Conditions: temperature 10 celsius, time 5 hour. Product: ClC1=CC=C2NC(C(N(C2=C1)C1CC1)=O)(C)C (7-Chloro-1-N-(cyclopropyl)-3,3-dimethyl-3,4-dihydroquinoxalin-2(1H)-one). Reaction SMILES: [Cl:1][C:2]1[CH:7]=[CH:6][C:5]([N+:8]([O-])=O)=[C:4]([NH:11][CH:12]2[CH2:14][CH2:13]2)[CH:3]=1.ClC1C=CC(N)=C(N[CH:24]2[CH2:26][CH2:25]2)C=1.C(Cl)(Cl)Cl.C[C:32](C)=[O:33].[OH-].[Na+]>ClCCl.[Cl-].C([N+](CC)(CC)CC)C1C=CC=CC=1>[Cl:1][C:2]1[CH:3]=[C:4]2[C:5]([NH:8][C:26]([CH3:24])([CH3:25])[C:32](=[O:33])[N:11]2[CH:12]2[CH2:14][CH2:13]2)=[CH:6][CH:7]=1 |f:4.5,7.8|. Reported procedure: 4-Chloro-2-cyclopropylaminonitrobenzene (2.0 g, 9.4 mmol) was hydrogenated as described in Example XVIIIA. The resulting 4-chloro-2-cyclopropylaminoaniline (1.70 g) was taken up in 20 ml of dichloromethane. 1.6 ml (2.01 mmol) of chloroform, 1.8 ml (2.45 mmol) of acetone and 0.10 g (0.4 mmol) of benzyltriethylammonium chloride were added, and the reaction solution was cooled to 10° C. 4 ml of 50% strength sodium hydroxide solution were slowly added dropwise with vigorous stirring, during which pr... The reactants are C(C1=CC=CC=C1)OC(C(CC(=O)OCC1=CC=CC=C1)N1CN(C=C1)C1=CC=C(C=C1)C1=CC=CC=C1)=O (2(RS)-(3-biphenyl-4-yl-1H-imidazol-1-yl)-succinic acid dibenzyl ester). Run in O (H2O). The product is C(C1=CC=CC=C1)OC(CC(C(=O)O)N1CN(C=C1)C1=CC=C(C=C1)C1=CC=CC=C1)=O (2(RS)-(3-biphenyl-4-yl-1H-imidazol-1-yl)-succinic acid 4-benzyl ester). The yield is 95.1%. As a reaction SMILES: C([O:8][C:9](=[O:39])[CH:10]([N:22]1[CH:26]=[CH:25][N:24]([C:27]2[CH:32]=[CH:31][C:30]([C:33]3[CH:38]=[CH:37][CH:36]=[CH:35][CH:34]=3)=[CH:29][CH:28]=2)[CH2:23]1)[CH2:11][C:12]([O:14][CH2:15][C:16]1[CH:21]=[CH:20][CH:19]=[CH:18][CH:17]=1)=[O:13])C1C=CC=CC=1>O>[CH2:15]([O:14][C:12](=[O:13])[CH2:11][CH:10]([N:22]1[CH:26]=[CH:25][N:24]([C:27]2[CH:28]=[CH:29][C:30]([C:33]3[CH:34]=[CH:35][CH:36]=[CH:37][CH:38]=3)=[CH:31][CH:32]=2)[CH2:23]1)[C:9]([OH:39])=[O:8])[C:16]1[CH:21]=[CH:20][CH:19]=[CH:18][CH:17]=1. Procedure details: A suspension of 2(RS)-(3-biphenyl-4-yl-1H-imidazol-1-yl)-succinic acid dibenzyl ester (551 mg, 1.07 mmol) in H2O (0.5 mL) was refluxed overnight. Once allowed to cool to ambient temperature, the resultant precipitate was collected and dried in vacuo to provide 436 mg (96%) of 2(RS)-(3-biphenyl-4-yl-1H-imidazol-1-yl)-succinic acid 4-benzyl ester. Reactants: COP(=O)(CC(C)=CC(CO)NC(=O)OC(C)(C)C)OC, O=C([O-])O, [Na+], O, C1COCCO1, O, [Pt], O=[Pt]. The product is COP(=O)(CC(C)=CC(NC(=O)OC(C)(C)C)C(=O)O)OC. As a reaction SMILES: [C:1]([CH3:2])([CH3:3])([CH3:4])[O:5][C:6]([NH:7][CH:8]([CH2:9][OH:10])[CH:11]=[C:12]([CH2:13][P:14](=[O:15])([O:16][CH3:17])[O:18][CH3:19])[CH3:20])=[O:21].[C:22]([OH:23])(=[O:24])[O-:25].[Na+:26].[O:27].[O:29]1[CH2:30][CH2:31][O:32][CH2:33][CH2:34]1.[OH2:28].[Pt:35].[Pt:36]=[O:37]>>[C:1]([CH3:2])([CH3:3])([CH3:4])[O:5][C:6]([NH:7][CH:8]([C:9](=[O:10])[OH:23])[CH:11]=[C:12]([CH2:13][P:14](=[O:15])([O:16][CH3:17])[O:18][CH3:19])[CH3:20])=[O:21]. Starting materials: Cl.Cl.C(CCC)C=1N=NC(=CC1C1=CC(=C(C=C1)OC1CCCCC1)OC)OC1CCN(CC1)C (3-Butyl-4-(4-cyclohexyloxy-3-methoxy-phenyl)-6-(1-methyl-piperidin-4-yloxy)-pyridazine dihydrochloride), C[S-].[Na+] (sodium thiomethoxide), Cl (HCl), O (water). Run in CN(C)C=O (DMF), CCOCC (ether), C(Cl)Cl (DCM). Conditions: temperature 100 celsius, time 2 hour. The product is Cl.Cl.C(CCC)C=1N=NC(=CC1C=1C=CC(=C(C1)O)OC1CCCCC1)OC1CCN(CC1)C (5-[3-Butyl-6-(1-methyl-piperidin-4-yloxy)-pyridazin-4-yl]-2-cyclohexyloxy-phenol dihydrochloride). The yield is 142.4%. Reaction SMILES: [ClH:1].Cl.[CH2:3]([C:7]1[N:8]=[N:9][C:10]([O:28][CH:29]2[CH2:34][CH2:33][N:32]([CH3:35])[CH2:31][CH2:30]2)=[CH:11][C:12]=1[C:13]1[CH:18]=[CH:17][C:16]([O:19][CH:20]2[CH2:25][CH2:24][CH2:23][CH2:22][CH2:21]2)=[C:15]([O:26]C)[CH:14]=1)[CH2:4][CH2:5][CH3:6].C[S-].[Na+].O.Cl>CN(C=O)C.C(Cl)Cl.CCOCC>[ClH:1].[ClH:1].[CH2:3]([C:7]1[N:8]=[N:9][C:10]([O:28][CH:29]2[CH2:34][CH2:33][N:32]([CH3:35])[CH2:31][CH2:30]2)=[CH:11][C:12]=1[C:13]1[CH:18]=[CH:17][C:16]([O:19][CH:20]2[CH2:25][CH2:24][CH2:23][CH2:22][CH2:21]2)=[C:15]([OH:26])[CH:14]=1)[CH2:4][CH2:5][CH3:6] |f:0.1.2,3.4,10.11.12|. Procedure: To a stirred solution of 3-butyl-4-(4-cyclohexyloxy-3-methoxy-phenyl)-6-(1-methyl-piperidin-4-yloxy)-pyridazine dihydrochloride (Example 73, 0.2 mmol, 104 mg) in dry DMF (2.0 mL), sodium thiomethoxide (1.0 mmol, 70 mg) was added and the resulting mixture was stirred at 100° C. for 2 hours. At completion, it was poured into water and extracted with ethyl acetate. The solvent was removed in vacuo and the residue was purified by silica gel chromatography (DCM to DCM+10% 2N NH3 in MeOH) to give a co...